Task: describe an organic reaction: reactants, conditions, products, and yield. Dataset: the Open Reaction Database (ORD), a public repository of structured organic reaction records The reactants are NC=1N=C(N(N1)C1=C(C=C(C=C1)F)F)C1=CC=2CCOC3=C(C2S1)C=CC(=C3)C(=O)O (2-[5-Amino-2-(2,4-difluoro-phenyl)-2H-[1,2,4]triazol-3-yl]-4,5-dihydro-6-oxa-1-thia-benzo[e]azulene-8-carboxylic acid), Cl.CN (methylamine hydrochloride). The product is NC1=NN(C(=N1)C1=CC2=C(C3=C(OCC2)C=C(C=C3)C(=O)NC)S1)C1=C(C=C(C=C1)F)F (2-(3-amino-1-(2,4-difluorophenyl)-1H-1,2,4-triazol-5-yl)-N-methyl-4,5-dihydrobenzo[b]thieno[2,3-d]oxepine-8-carboxamide). As a reaction SMILES: [NH2:1][C:2]1[N:3]=[C:4]([C:15]2[S:24][C:23]3[C:22]4[CH:25]=[CH:26][C:27]([C:29]([OH:31])=O)=[CH:28][C:21]=4[O:20][CH2:19][CH2:18][C:17]=3[CH:16]=2)[N:5]([C:7]2[CH:12]=[CH:11][C:10]([F:13])=[CH:9][C:8]=2[F:14])[N:6]=1.Cl.[CH3:33][NH2:34]>>[NH2:1][C:2]1[N:3]=[C:4]([C:15]2[S:24][C:23]3[C:22]4[CH:25]=[CH:26][C:27]([C:29]([NH:34][CH3:33])=[O:31])=[CH:28][C:21]=4[O:20][CH2:19][CH2:18][C:17]=3[CH:16]=2)[N:5]([C:7]2[CH:12]=[CH:11][C:10]([F:13])=[CH:9][C:8]=2[F:14])[N:6]=1 |f:1.2|. Procedure details: Similarly to as described in General Procedure D, 2-[5-Amino-2-(2,4-difluoro-phenyl)-2H-[1,2,4]triazol-3-yl]-4,5-dihydro-6-oxa-1-thia-benzo[e]azulene-8-carboxylic acid was reacted with methylamine hydrochloride to give 127 as a colorless solid after reverse phase HPLC (140 mg). LCMS: 454.1 The reactants are C(C)(=O)OCCN1C=2C(C(=O)OC1=O)=CC=CC2 (N-(2-acetoxyethyl)isatoic anhydride), CSC=1NCCN1 (2-methylmercapto-imidazoline), [OH-].[K+] (potassium hydroxide). Run in O1CCOCC1 (dioxane). The product is C(C)(=O)OCCN1C=2N(C(C3=CC=CC=C13)=O)CCN2 (10-(2'-acetoxyethyl)-2,3-dihydro-imidazo[2,1-b] quinazolin-5(10H)-one). As a reaction SMILES: [C:1]([O:4][CH2:5][CH2:6][N:7]1[C:13](=O)[O:12][C:10](=O)[C:9]2=[CH:15][CH:16]=[CH:17][CH:18]=[C:8]12)(=[O:3])[CH3:2].CSC1[NH:22][CH2:23][CH2:24][N:25]=1.[OH-].[K+]>O1CCOCC1>[C:1]([O:4][CH2:5][CH2:6][N:7]1[C:8]2[C:9](=[CH:15][CH:16]=[CH:17][CH:18]=2)[C:10](=[O:12])[N:22]2[CH2:23][CH2:24][N:25]=[C:13]12)(=[O:3])[CH3:2] |f:2.3|. Procedure: A mixture of 18 g. of N-(2-acetoxyethyl)isatoic anhydride, 8.5 g. of 2-methylmercapto-imidazoline and 2 pellets of potassium hydroxide in 300 ml. of dioxane is heated at reflux for 5 hours, the solvent then evaporated off and water added. The resulting precipitate is recovered by filtering and washed twice with water. The precipitate is dissolved in methylene chloride and extracted 3times with 1N. hydrochloric solution. The combined hydrochloric acid solutions and filtered through celite, sodium... Starting materials: C(C1=CC=CC=C1)(=O)Cl (benzoyl chloride), [Cl-].[Al+3].[Cl-].[Cl-] (aluminum chloride), ClC=1C=C2CC(NC2=CC1)=O (5-chloroindolin-2-one). Run in CO (methanol). Yields the product C(C1=CC=CC=C1)(=O)C=1C=C(C=C2CC(NC12)=O)Cl (7-Benzoyl-5-chloroindolin-2-one). As a reaction SMILES: [C:1](Cl)(=[O:8])[C:2]1[CH:7]=[CH:6][CH:5]=[CH:4][CH:3]=1.[Cl-].[Al+3].[Cl-].[Cl-].[Cl:14][C:15]1[CH:16]=[C:17]2[C:21](=[CH:22][CH:23]=1)[NH:20][C:19](=[O:24])[CH2:18]2>CO>[C:1]([C:22]1[CH:23]=[C:15]([Cl:14])[CH:16]=[C:17]2[C:21]=1[NH:20][C:19](=[O:24])[CH2:18]2)(=[O:8])[C:2]1[CH:7]=[CH:6][CH:5]=[CH:4][CH:3]=1 |f:1.2.3.4|. Procedure details: A mixture of 162.5 g. (1.08 mole) of benzoyl chloride and 260 g. of aluminum chloride (1.80 mole) heated to 200° C. with stirring was treated with 65 g. (.360 mole) of recrystallized 5-chloroindolin-2-one. This mixture was stirred 15 min. and poured over ice. The resulting precipitate was triturated with boiling water and then chloroform. The chloroform solution was washed with 5% sodium bicarbonate, water, dried over sodium sulfate, and stripped to yield approximately 55 g. of a glossy solid. T... The reactants are NC1=CC=C(C=C1)C=1C(NC(NN1)=O)C (6-(4-aminophenyl)-5-methyl-4,5-dihydro-1,2,4-triazin-3(2H)-one), CN=C=S (methylisothiocyanate). Run in CN(C=O)C (dimethylformamide). Reaction conditions: temperature 110 celsius, time 4 hour. Yields the product CNC(NC1=CC=C(C=C1)C=1C(NC(NN1)=O)C)=S (6-[4-(3-methyl-thioureido)phenyl]-5-methyl-4,5-dihydro-1,2,4-triazin-3(2H)-one). Isolated yield 99.4%. Reaction SMILES: [NH2:1][C:2]1[CH:7]=[CH:6][C:5]([C:8]2[CH:9]([CH3:15])[NH:10][C:11](=[O:14])[NH:12][N:13]=2)=[CH:4][CH:3]=1.[CH3:16][N:17]=[C:18]=[S:19]>CN(C)C=O>[CH3:16][NH:17][C:18](=[S:19])[NH:1][C:2]1[CH:3]=[CH:4][C:5]([C:8]2[CH:9]([CH3:15])[NH:10][C:11](=[O:14])[NH:12][N:13]=2)=[CH:6][CH:7]=1. Procedure: A solution of 6-(4-aminophenyl)-5-methyl-4,5-dihydro-1,2,4-triazin-3(2H)-one (2 g) and methylisothiocyanate (0.788 g) in dimethylformamide (20 ml) was heated with stirring at 110° C. for 4 hours, followed by after-treatment in the same manner as Example 8 to give 6-[4-(3-methyl-thioureido)phenyl]-5-methyl-4,5-dihydro-1,2,4-triazin-3(2H)-one (2.7 g).